From a dataset of the Open Reaction Database (ORD), a public repository of structured organic reaction records. describe an organic reaction: reactants, conditions, products, and yield The reactants are OCCN1C=NC=2C=[N+](C=3C=CC=CC3C21)[O-] (1-(2-hydroxyethyl)-1H-imidazo[4,5-c]quinolin-5-oxide), C(C1=CC=CC=C1)(=O)OCCN1C=NC=2C(=NC=3C=CC=CC3C21)Cl (1-(2-benzoyloxyethyl)-4-chloro-1H-imidazo[4,5-c]quinoline), C(C)(=O)OC(C)=O (acetic anhydride). Product: OC1=NC=2C=CC=CC2C2=C1N=CN2CCO (4-hydroxy-1-(2-hydroxyethyl)-1H-imidazo[4,5-c]quinoline). Reaction SMILES: [OH:1][CH2:2][CH2:3][N:4]1[C:16]2[C:15]3[CH:14]=[CH:13][CH:12]=[CH:11][C:10]=3[N+:9]([O-])=[CH:8][C:7]=2[N:6]=[CH:5]1.C(OCCN1C2C3C=CC=CC=3N=C(Cl)C=2N=C1)(=[O:25])C1C=CC=CC=1.C(OC(=O)C)(=O)C>>[OH:25][C:8]1[C:7]2[N:6]=[CH:5][N:4]([CH2:3][CH2:2][OH:1])[C:16]=2[C:15]2[CH:14]=[CH:13][CH:12]=[CH:11][C:10]=2[N:9]=1. Reported procedure: Using the method of Example 133, 1-(2-hydroxyethyl)-1H-imidazo[4,5-c]quinolin-5-oxide prepared by hydrolysis of the compound of Example 120 was reacted with acetic anhydride to provide 4-hydroxy-1-(2-hydroxyethyl)-1H-imidazo[4,5-c]quinoline. Starting materials: ClC1=NC(=NC=C1)NC1CC(NC(C1)(C)C)(C)C ((4-chloro-pyrimidin-2-yl)-(2,2,6,6-tetramethyl-piperidin-4-yl)-amine), C(C)(C)(C)[Si](OC(C(C(C)(C)O[Si](C)(C)C(C)(C)C)(F)F)C=1SC=CC1)(C)C (2-[1,3-Bis-(tert-butyl-dimethyl-silanyloxy)-2,2-difluoro-3-methyl-butyl]-thiophene), CCCC[N+](CCCC)(CCCC)CCCC.[F-] (TBAF). Run in C1CCOC1 (THF). The product is FC(C(O)C=1SC(=CC1)C1=NC(=NC=C1)NC1CC(NC(C1)(C)C)(C)C)(C(C)(O)C)F (2,2-Difluoro-3-methyl-1-{5-[2-(2,2,6,6-tetramethyl-piperidin-4-ylamino)-pyrimidin-4-yl]-thiophen-2-yl}-butane-1,3-diol). As a reaction SMILES: Cl[C:2]1[CH:7]=[CH:6][N:5]=[C:4]([NH:8][CH:9]2[CH2:14][C:13]([CH3:16])([CH3:15])[NH:12][C:11]([CH3:18])([CH3:17])[CH2:10]2)[N:3]=1.C([Si](C)(C)[O:24][CH:25]([C:40]1[S:41][CH:42]=[CH:43][CH:44]=1)[C:26]([F:39])([F:38])[C:27]([O:30][Si](C(C)(C)C)(C)C)([CH3:29])[CH3:28])(C)(C)C.CCCC[N+](CCCC)(CCCC)CCCC.[F-]>C1COCC1>[F:39][C:26]([F:38])([C:27]([CH3:28])([OH:30])[CH3:29])[CH:25]([C:40]1[S:41][C:42]([C:2]2[CH:7]=[CH:6][N:5]=[C:4]([NH:8][CH:9]3[CH2:14][C:13]([CH3:16])([CH3:15])[NH:12][C:11]([CH3:18])([CH3:17])[CH2:10]3)[N:3]=2)=[CH:43][CH:44]=1)[OH:24] |f:2.3|. Procedure details: The title compound was prepared analogous to Method C, starting from (4-chloro-pyrimidin-2-yl)-(2,2,6,6-tetramethyl-piperidin-4-yl)-amine and 2-[1,3-Bis-(tert-butyl-dimethyl-silanyloxy)-2,2-difluoro-3-methyl-butyl]-thiophene (prepared from 2,2-Difluoro-3-hydroxy-3-thiophen-2-yl-propionic acid ethyl ester by treatment with MeMgBr (Step A of Method A) and TBDMS protection), followed by TBDMS cleavage with TBAF in THF. Reactants: ClCC(=CCC1=C(C(=C(C(=C1C)O)C)C)O)C (2-(1-Chloro-2-methylbut-2-en-4-yl)-1,4-dihydroxy-3,5,6-trimethylbenzene), O=O (oxygen), O=O (Oxygen), O=O (O2). Run in C(Cl)(Cl)Cl (chloroform). Conditions: time 4 hour. The product is ClCC(=CCC=1C(C(=C(C(C1C)=O)C)C)=O)C (2-(1-chloro-2-methyl-but-2-en-4-yl)-3,5,6-trimethyl-1,4-benzoquinone). RXN SMILES: [Cl:1][CH2:2][C:3]([CH3:17])=[CH:4][CH2:5][C:6]1[C:11]([CH3:12])=[C:10]([OH:13])[C:9]([CH3:14])=[C:8]([CH3:15])[C:7]=1[OH:16].O=O>C(Cl)(Cl)Cl>[Cl:1][CH2:2][C:3]([CH3:17])=[CH:4][CH2:5][C:6]1[C:7](=[O:16])[C:8]([CH3:15])=[C:9]([CH3:14])[C:10](=[O:13])[C:11]=1[CH3:12]. Procedure: 2-(1-Chloro-2-methylbut-2-en-4-yl)-1,4-dihydroxy-3,5,6-trimethylbenzene (5.6 g, 22.0 mol) was suspended in chloroform (100 ml) at room temperature. Oxygen [O2 (g)]was passed in. After 4 hours, the addition of oxygen was stopped, the reaction mixture was filtered and the mother liquor was concentrated. This gave 2-(1-chloro-2-methylbut-2-en-4-yl)-3,5,6-trimethyl-1,4-benzoquinone (5.6 g, 99 percent). Data regarding the product was: The reactants are C(C)OC(CN1C=CC2=CC=C(C=C12)O)=O ((6-hydroxy-indol-1-yl)-acetic acid ethyl ester), C1(CC1)C1=NC(=NC=C1CCO)C1=CC=C(C=C1)C(F)(F)F (2-[4-cyclopropyl-2-(4-trifluoromethyl-phenyl)-pyrimidin-5-yl]-ethanol), N(=NC(=O)OC(C)(C)C)C(=O)OC(C)(C)C (di-tert-butyl azodicarboxylate), C1(=CC=CC=C1)P(C1=CC=CC=C1)C1=CC=CC=C1 (triphenylphosphine). Run in O1CCCC1 (tetrahydrofuran). Yields the product C(C)OC(CN1C=CC2=CC=C(C=C12)OCCC=1C(=NC(=NC1)C1=CC=C(C=C1)C(F)(F)F)C1CC1)=O ((6-{2-[4-Cyclopropyl-2-(4-trifluoromethyl-phenyl)-pyrimidin-5-yl]-ethoxy}-indol-1-yl)-acetic acid ethyl ester). As a reaction SMILES: [CH2:1]([O:3][C:4](=[O:16])[CH2:5][N:6]1[C:14]2[C:9](=[CH:10][CH:11]=[C:12]([OH:15])[CH:13]=2)[CH:8]=[CH:7]1)[CH3:2].[CH:17]1([C:20]2[C:25]([CH2:26][CH2:27]O)=[CH:24][N:23]=[C:22]([C:29]3[CH:34]=[CH:33][C:32]([C:35]([F:38])([F:37])[F:36])=[CH:31][CH:30]=3)[N:21]=2)[CH2:19][CH2:18]1.N(C(OC(C)(C)C)=O)=NC(OC(C)(C)C)=O.C1(P(C2C=CC=CC=2)C2C=CC=CC=2)C=CC=CC=1>O1CCCC1>[CH2:1]([O:3][C:4](=[O:16])[CH2:5][N:6]1[C:14]2[C:9](=[CH:10][CH:11]=[C:12]([O:15][CH2:27][CH2:26][C:25]3[C:20]([CH:17]4[CH2:19][CH2:18]4)=[N:21][C:22]([C:29]4[CH:34]=[CH:33][C:32]([C:35]([F:38])([F:36])[F:37])=[CH:31][CH:30]=4)=[N:23][CH:24]=3)[CH:13]=2)[CH:8]=[CH:7]1)[CH3:2]. Reported procedure: In analogy to the procedure described in example 5 f], (6-hydroxy-indol-1-yl)-acetic acid ethyl ester (example 6 b]) was reacted with 2-[4-cyclopropyl-2-(4-trifluoromethyl-phenyl)-pyrimidin-5-yl]-ethanol in the presence of di-tert-butyl azodicarboxylate and triphenylphosphine in tetrahydrofuran to yield the title compound as colorless liquid. The reactants are C1CNCCN1, CCCCN(CCCC)c1ncnc2c(N3CCS(=O)CC3)nc(Cl)nc12. Yields the product CCCCN(CCCC)c1ncnc2c(N3CCS(=O)CC3)nc(N3CCNCC3)nc12. Reaction SMILES: [CH2:28]1[CH2:29][NH:30][CH2:31][CH2:32][NH:33]1.[Cl:1][c:2]1[n:3][c:4]([N:21]2[CH2:22][CH2:23][S:24](=[O:27])[CH2:25][CH2:26]2)[c:5]2[c:6]([n:7]1)[c:8]([N:12]([CH2:13][CH2:14][CH2:15][CH3:16])[CH2:17][CH2:18][CH2:19][CH3:20])[n:9][cH:10][n:11]2>>[c:2]1([N:30]2[CH2:29][CH2:28][NH:33][CH2:32][CH2:31]2)[n:3][c:4]([N:21]2[CH2:22][CH2:23][S:24](=[O:27])[CH2:25][CH2:26]2)[c:5]2[c:6]([n:7]1)[c:8]([N:12]([CH2:13][CH2:14][CH2:15][CH3:16])[CH2:17][CH2:18][CH2:19][CH3:20])[n:9][cH:10][n:11]2. The reactants are NC1=C(C=CC(=C1)Cl)S (2-amino-4-chloro-benzenethiol), Br.BrCC=1C=NC=CC1 (3-bromomethyl-pyridine hydrobromide), O1C(=CC2=C1C=CC=C2)S(=O)(=O)Cl (benzofuran-2-sulfonyl chloride). The product is ClC=1C=CC(=C(C1)NS(=O)(=O)C=1OC2=C(C1)C=CC=C2)SCC=2C=NC=CC2 (N-{5-chloro-2-[(pyridin-3-ylmethyl)thio]phenyl}-1-benzofuran-2-sulfonamide). As a reaction SMILES: [NH2:1][C:2]1[CH:7]=[C:6]([Cl:8])[CH:5]=[CH:4][C:3]=1[SH:9].Br.Br[CH2:12][C:13]1[CH:14]=[N:15][CH:16]=[CH:17][CH:18]=1.[O:19]1[C:23]2[CH:24]=[CH:25][CH:26]=[CH:27][C:22]=2[CH:21]=[C:20]1[S:28](Cl)(=[O:30])=[O:29]>>[Cl:8][C:6]1[CH:5]=[CH:4][C:3]([S:9][CH2:12][C:13]2[CH:14]=[N:15][CH:16]=[CH:17][CH:18]=2)=[C:2]([NH:1][S:28]([C:20]2[O:19][C:23]3[CH:24]=[CH:25][CH:26]=[CH:27][C:22]=3[CH:21]=2)(=[O:29])=[O:30])[CH:7]=1 |f:1.2|. Procedure details: Following General Procedure A and B, the title compound was prepared from 2-amino-4-chloro-benzenethiol, 3-bromomethyl-pyridine hydrobromide, and benzofuran-2-sulfonyl chloride.